From a dataset of the Open Reaction Database (ORD), a public repository of structured organic reaction records. describe an organic reaction: reactants, conditions, products, and yield Starting materials: solution, [Cl-].[NH4+] (ammonium chloride), FC(C=1C=C(C=CC1)[Li])(F)F (3-trifluoromethylphenyl-lithium), C(C)N(CCOC1=CC=C(C=C1)C(CC)=O)CC (4'-[2-(diethylamino)-ethoxy]-propionphenone). Solvent: CCOCC (ether), CCOCC (ether). Reaction conditions: time 2 hour. Yields the product FC(C=1C=C(C(C2=CC=C(C=C2)OCCN(CC)CC)(O)CC)C=CC1)(F)F (3-Trifluoromethyl-4'-[2-(diethylamino)-ethoxy]-α-ethyl-benzhydrol). RXN SMILES: [F:1][C:2]([F:11])([F:10])[C:3]1[CH:4]=[C:5]([Li])[CH:6]=[CH:7][CH:8]=1.[CH2:12]([N:14]([CH2:28][CH3:29])[CH2:15][CH2:16][O:17][C:18]1[CH:23]=[CH:22][C:21]([C:24](=[O:27])[CH2:25][CH3:26])=[CH:20][CH:19]=1)[CH3:13].[Cl-].[NH4+]>CCOCC>[F:1][C:2]([F:11])([F:10])[C:3]1[CH:4]=[C:5]([CH:6]=[CH:7][CH:8]=1)[C:24]([CH2:25][CH3:26])([OH:27])[C:21]1[CH:20]=[CH:19][C:18]([O:17][CH2:16][CH2:15][N:14]([CH2:28][CH3:29])[CH2:12][CH3:13])=[CH:23][CH:22]=1 |f:2.3|. Procedure: To 250 ml. of a 0.4 molar solution of 3-trifluoromethylphenyl-lithium in ether a solution of 6.3 g. of 4'-[2-(diethylamino)-ethoxy]-propionphenone in 60 ml. of dry ether is added dropwise, under argon atmosphere, at -30° C., and the reaction mixture is stirred at room temperature for two hours. After cooling the reaction mixture is decomposed with a saturated, aqueous ammonium chloride solution, and the aqueous phase is extracted with ether. The ethereal phases are combined, washed to neutral wi... The reactants are C1(=CC=CC=C1)OC(NC=1C(=NC(=C(C1)CC)C)OC)=O (Phenyl-N-(5-ethyl-2-methoxy-6-methylpyridin-3-yl)carbamate), O(C1=CC=CC=C1)C1=C(C=CC=C1)N1CCNCC1 (1-(2-phenoxyphenyl)piperazine). Product: C(C)C=1C=C(C(=NC1C)OC)NC(=O)N1CCN(CC1)C1=C(C=CC=C1)OC1=CC=CC=C1 (1-[(5-ethyl-2-methoxy-6-methylpyridin-3-yl)aminocarbony]-4-(2-phenoxyphenyl)piperazine). The yield is 69.0%. As a reaction SMILES: C1(O[C:8](=[O:21])[NH:9][C:10]2[C:11]([O:19][CH3:20])=[N:12][C:13]([CH3:18])=[C:14]([CH2:16][CH3:17])[CH:15]=2)C=CC=CC=1.[O:22]([C:29]1[CH:34]=[CH:33][CH:32]=[CH:31][C:30]=1[N:35]1[CH2:40][CH2:39][NH:38][CH2:37][CH2:36]1)[C:23]1[CH:28]=[CH:27][CH:26]=[CH:25][CH:24]=1>>[CH2:16]([C:14]1[CH:15]=[C:10]([NH:9][C:8]([N:38]2[CH2:39][CH2:40][N:35]([C:30]3[CH:31]=[CH:32][CH:33]=[CH:34][C:29]=3[O:22][C:23]3[CH:24]=[CH:25][CH:26]=[CH:27][CH:28]=3)[CH2:36][CH2:37]2)=[O:21])[C:11]([O:19][CH3:20])=[N:12][C:13]=1[CH3:18])[CH3:17]. Procedure details: Phenyl-N-(5-ethyl-2-methoxy-6-methylpyridin-3-yl)carbamate and 1-(2-phenoxyphenyl)piperazine were reacted by the same way with the example 1 to obtain the titled compound. The reactants are COC1=CC2=C(SC=C2S(=O)(=O)Cl)C=C1 (5-methoxy-benzo[b]thiophene-3-sulfonyl chloride), N (ammonia). Run in C1CCOC1 (THF). Reaction conditions: time 4 hour. The product is COC1=CC2=C(SC=C2S(=O)(=O)N)C=C1 (5-Methoxy-benzo[b]thiophene-3-sulfonic acid amide). As a reaction SMILES: [CH3:1][O:2][C:3]1[CH:15]=[CH:14][C:6]2[S:7][CH:8]=[C:9]([S:10](Cl)(=[O:12])=[O:11])[C:5]=2[CH:4]=1.[NH3:16]>C1COCC1>[CH3:1][O:2][C:3]1[CH:15]=[CH:14][C:6]2[S:7][CH:8]=[C:9]([S:10]([NH2:16])(=[O:12])=[O:11])[C:5]=2[CH:4]=1. Procedure: To a solution of 5-methoxy-benzo[b]thiophene-3-sulfonyl chloride(0.80 g, 3.08 mmol) in THF (20 mL) was added ammonia gas until saturation at ca. 10° C., then the flask was stoppered, and the reaction mixture was stirred at rt for 4 h. The reaction mixture was then quenched with water; the organic solvent was slowly evaporated under vacuum. The precipitate formed was filtered off, washed with water and dried over P2O5 under high vacuum to obtain the desired compound (0.64 g) as a yellowish solid....